This data is from the Open Reaction Database (ORD), a public repository of structured organic reaction records. The task is: describe an organic reaction: reactants, conditions, products, and yield The reactants are C1(CCCCC1)CCC[C@H](CC(=O)OC(C)(C)C)C1=NC(=NO1)COS(=O)(=O)C1=CC=C(C=C1)C (tert-butyl(3R)-6-cyclohexyl-3-[3-({[(4-methylphenyl)sulfonyl]oxy}methyl)-1,2,4-oxadiazol-5-yl]hexanoate), CN1CCNCC1 (N-methylpiperazine). The product is C1(CCCCC1)CCC[C@H](CC(=O)OC(C)(C)C)C1=NC(=NO1)CN1CCN(CC1)C (tert-butyl(3R)-6-cyclohexyl-3-{3-[(4-methyl-1-piperazinyl)methyl]-1,2,4-oxadiazol-5-yl}hexanoate). RXN SMILES: [CH:1]1([CH2:7][CH2:8][CH2:9][C@@H:10]([C:19]2[O:23][N:22]=[C:21]([CH2:24]OS(C3C=CC(C)=CC=3)(=O)=O)[N:20]=2)[CH2:11][C:12]([O:14][C:15]([CH3:18])([CH3:17])[CH3:16])=[O:13])[CH2:6][CH2:5][CH2:4][CH2:3][CH2:2]1.[CH3:36][N:37]1[CH2:42][CH2:41][NH:40][CH2:39][CH2:38]1>>[CH:1]1([CH2:7][CH2:8][CH2:9][C@@H:10]([C:19]2[O:23][N:22]=[C:21]([CH2:24][N:40]3[CH2:41][CH2:42][N:37]([CH3:36])[CH2:38][CH2:39]3)[N:20]=2)[CH2:11][C:12]([O:14][C:15]([CH3:16])([CH3:18])[CH3:17])=[O:13])[CH2:6][CH2:5][CH2:4][CH2:3][CH2:2]1. Procedure details: Method as for preparation 5 using tert-butyl(3R)-6-cyclohexyl-3-[3-({[(4-methylphenyl)sulfonyl]oxy}methyl)-1,2,4-oxadiazol-5-yl]hexanoate (preparation 168) (598 mg, 1.18 mmol) and N-methylpiperazine (120 mg, 1.18 mmol) as starting materials.